Dataset: the Open Reaction Database (ORD), a public repository of structured organic reaction records. Task: describe an organic reaction: reactants, conditions, products, and yield Yields the product COc1ccc(-c2cc3cc(F)c(F)cc3[nH]2)cc1NCc1ccc([N+](=O)[O-])c(O)c1. As a reaction SMILES: [C:33]([O:34][BH-:35]([O:36][C:37](=[O:38])[CH3:39])[O:40][C:41](=[O:42])[CH3:43])(=[O:44])[CH3:45].[C:47](=[O:48])([OH:49])[O-:50].[CH2:52]([Cl:53])[Cl:54].[CH3:55][C:56](=[O:57])[OH:58].[F:13][c:14]1[cH:15][c:16]2[cH:17][c:18](-[c:24]3[cH:25][cH:26][c:27]([O:31][CH3:32])[c:28]([NH2:30])[cH:29]3)[nH:19][c:20]2[cH:21][c:22]1[F:23].[Na+:46].[Na+:51].[OH:1][c:2]1[cH:3][c:4]([CH:5]=[O:6])[cH:7][cH:8][c:9]1[N+:10](=[O:11])[O-:12]>>[OH:1][c:2]1[cH:3][c:4]([CH2:5][NH:30][c:28]2[c:27]([O:31][CH3:32])[cH:26][cH:25][c:24](-[c:18]3[cH:17][c:16]4[cH:15][c:14]([F:13])[c:22]([F:23])[cH:21][c:20]4[nH:19]3)[cH:29]2)[cH:7][cH:8][c:9]1[N+:10](=[O:11])[O-:12]. Reactants: CC(=O)O[BH-](OC(C)=O)OC(C)=O, O=C([O-])O, ClCCl, CC(=O)O, COc1ccc(-c2cc3cc(F)c(F)cc3[nH]2)cc1N, [Na+], [Na+], O=Cc1ccc([N+](=O)[O-])c(O)c1. Reactants: CC/C(=C(\C=1C=CC=CC1)/C=2C=CC(=CC2)OCCN(C)C)/C=3C=CC=CC3 (tamoxifen), O=C([C@H](O)[C@@H](O)[C@H](O)[C@H](O)CO)O (D-gluconic acid). The solvent is C(C)O (ethanol), CC(C)O (2-propanol). Product: CC/C(=C(\C=1C=CC=CC1)/C=2C=CC(=CC2)OCCN(C)C)/C=3C=CC=CC3.O=C([C@H](O)[C@@H](O)[C@H](O)[C@H](O)CO)[O-] (tamoxifen gluconate). Reaction SMILES: [CH3:1][CH2:2]/[C:3](/[C:23]1[CH:24]=[CH:25][CH:26]=[CH:27][CH:28]=1)=[C:4](/[C:11]1[CH:12]=[CH:13][C:14]([O:17][CH2:18][CH2:19][N:20]([CH3:22])[CH3:21])=[CH:15][CH:16]=1)\[C:5]1[CH:6]=[CH:7][CH:8]=[CH:9][CH:10]=1.[O:29]=[C:30]([OH:41])[C@@H:31]([C@H:33]([C@@H:35]([C@@H:37]([CH2:39][OH:40])[OH:38])[OH:36])[OH:34])[OH:32]>C(O)C.CC(O)C>[CH3:1][CH2:2]/[C:3](/[C:23]1[CH:28]=[CH:27][CH:26]=[CH:25][CH:24]=1)=[C:4](/[C:11]1[CH:12]=[CH:13][C:14]([O:17][CH2:18][CH2:19][N:20]([CH3:22])[CH3:21])=[CH:15][CH:16]=1)\[C:5]1[CH:6]=[CH:7][CH:8]=[CH:9][CH:10]=1.[O:29]=[C:30]([O-:41])[C@@H:31]([C@H:33]([C@@H:35]([C@@H:37]([CH2:39][OH:40])[OH:38])[OH:36])[OH:34])[OH:32] |f:4.5|. Procedure details: A particular emulsion formulation such as a cream or lotion may be obtained for example, by adding a slurry of tamoxifen free base in ethanol or 2-propanol to an aqueous solution of D-gluconic acid to form tamoxifen gluconate in situ, which mixture is then combined with the required components of the disperse phase. The reactants are ClC1=NC2=CC=CC=C2N=C1Cl (2,3-dichloroquinoxaline), CC=1C=C(C=CC1)S(=O)(=O)N (3-methylbenzene sulfonamide), C(=O)([O-])[O-].[K+].[K+] (K2CO3). Solvent: CC(=O)N(C)C (DMA). Run at temperature 170 celsius, time 1 hour. Product: ClC=1C(=NC2=CC=CC=C2N1)NS(=O)(=O)C1=CC(=CC=C1)C (N-(3-chloroquinoxalin-2-yl)-3-methylbenzenesulfonamide). Yield: 65.7%. As a reaction SMILES: Cl[C:2]1[C:11]([Cl:12])=[N:10][C:9]2[C:4](=[CH:5][CH:6]=[CH:7][CH:8]=2)[N:3]=1.[CH3:13][C:14]1[CH:15]=[C:16]([S:20]([NH2:23])(=[O:22])=[O:21])[CH:17]=[CH:18][CH:19]=1.C([O-])([O-])=O.[K+].[K+]>CC(N(C)C)=O>[Cl:12][C:11]1[C:2]([NH:23][S:20]([C:16]2[CH:17]=[CH:18][CH:19]=[C:14]([CH3:13])[CH:15]=2)(=[O:21])=[O:22])=[N:3][C:4]2[C:9]([N:10]=1)=[CH:8][CH:7]=[CH:6][CH:5]=2 |f:2.3.4|. Procedure details: A suspension of 2,3-dichloroquinoxaline (500 mg; 2.5 mmol; 1 eq), 3-methylbenzene sulfonamide (430.1 mg, 2.5 mmol, 1 eq.), dry K2CO3 (347.2 mg, 2.5 mmol, 1 eq.) in DMA (5 ml) is heated up at 170° C. in the microwave for 30 min under normal absorption. The solvent is evaporated to dryness. Water (20 ml) is added then AcOH until acidic pH. The residual suspension is left at 4° C. for 1 h and the precipitate formed is filtered off, washed with water until neutral, then ACN and dried under vacuum at... Reported procedure: N-(1-(3,5-Dichlorophenyl)ethyl)-5-fluoro-2-(methylsulfonyl)benzenamine (600 mg, 1.62 mmol), t-butyl piperazine-1-carboxylate (0.29 mmol), N,N-diisopropylethylamine (0.58 mmol) were stirred at 60° C. in dry acetonitrile (20 mL) for 3 days. The solvent was evaporated and the residue was dissolved in dichloromethane and washed with water. The dichloromethane was evaporated and the crude compound was purified by silica chromatography using 20% ethyl acetate in hexanes to afford the title compound (4... The reactants are ClC=1C=C(C=C(C1)Cl)C(C)NC1=C(C=CC(=C1)F)S(=O)(=O)C (N-(1-(3,5-Dichlorophenyl)ethyl)-5-fluoro-2-(methylsulfonyl)benzenamine), N1(CCNCC1)C(=O)OC(C)(C)C (t-butyl piperazine-1-carboxylate), C(C)(C)N(C(C)C)CC (N,N-diisopropylethylamine). Solvent: C(C)#N (acetonitrile). Isolated yield 49.0%. Yields the product ClC=1C=C(C=C(C1)Cl)C(C)NC1=C(C=CC(=C1)N1CCNCC1)S(=O)(=O)C (N-(1-(3,5-Dichlorophenyl)ethyl)-2-(methylsulfonyl)-5-(piperazin-1-yl)benzeneamine). As a reaction SMILES: [Cl:1][C:2]1[CH:3]=[C:4]([CH:9]([NH:11][C:12]2[CH:17]=[C:16](F)[CH:15]=[CH:14][C:13]=2[S:19]([CH3:22])(=[O:21])=[O:20])[CH3:10])[CH:5]=[C:6]([Cl:8])[CH:7]=1.[N:23]1(C(OC(C)(C)C)=O)[CH2:28][CH2:27][NH:26][CH2:25][CH2:24]1.C(N(CC)C(C)C)(C)C>C(#N)C>[Cl:1][C:2]1[CH:3]=[C:4]([CH:9]([NH:11][C:12]2[CH:17]=[C:16]([N:23]3[CH2:28][CH2:27][NH:26][CH2:25][CH2:24]3)[CH:15]=[CH:14][C:13]=2[S:19]([CH3:22])(=[O:21])=[O:20])[CH3:10])[CH:5]=[C:6]([Cl:8])[CH:7]=1. The reactants are BrC1=NN=C2N1C1=C(C(=NC2)C2=NC=CC=C2)C=C(C(=C1)C(F)(F)F)Cl (1-bromo-8-chloro-9-(trifluoromethyl)-6-(2-pyridyl)-4H-s-triazolo[4,3-a][1,4]benzodiazepine), N1CCNCC1 (piperazine). Product: ClC=1C(=CC2=C(C(=NCC=3N2C(=NN3)N3CCNCC3)C3=NC=CC=C3)C1)C(F)(F)F (8-chloro-9-(trifluoromethyl)-1-piperazino-6-(2-pyridyl)-4H-s-triazolo[4,3-a][1,4]benzodiazepine). Reaction SMILES: Br[C:2]1[N:6]2[C:7]3[CH:21]=[C:20]([C:22]([F:25])([F:24])[F:23])[C:19]([Cl:26])=[CH:18][C:8]=3[C:9]([C:12]3[CH:17]=[CH:16][CH:15]=[CH:14][N:13]=3)=[N:10][CH2:11][C:5]2=[N:4][N:3]=1.[NH:27]1[CH2:32][CH2:31][NH:30][CH2:29][CH2:28]1>>[Cl:26][C:19]1[C:20]([C:22]([F:23])([F:25])[F:24])=[CH:21][C:7]2[N:6]3[C:2]([N:27]4[CH2:32][CH2:31][NH:30][CH2:29][CH2:28]4)=[N:3][N:4]=[C:5]3[CH2:11][N:10]=[C:9]([C:12]3[CH:17]=[CH:16][CH:15]=[CH:14][N:13]=3)[C:8]=2[CH:18]=1. Procedure: In the manner given in Example 1, 1-bromo-8-chloro-9-(trifluoromethyl)-6-(2-pyridyl)-4H-s-triazolo[4,3-a][1,4]benzodiazepine is heated with excess of piperazine to give 8-chloro-9-(trifluoromethyl)-1-piperazino-6-(2-pyridyl)-4H-s-triazolo[4,3-a][1,4]benzodiazepine. As a reaction SMILES: [Cl:1][C:2]1[C:7]([CH2:8][N:9]([CH2:20][C:21]2[CH:22]=[C:23]([CH:35]=[CH:36][CH:37]=2)[CH2:24][N:25]2[CH:29]([C:30](O)=[O:31])[CH2:28][CH2:27][S:26]2(=[O:34])=[O:33])[C@H:10]([CH2:16][N:17]([CH3:19])[CH3:18])[CH2:11][C:12]([CH3:15])([CH3:14])[CH3:13])=[C:6]([F:38])[C:5]([O:39][CH3:40])=[CH:4][CH:3]=1.[CH3:41][C@@H:42]1[C@@H:47]([NH2:48])[CH2:46][C@H:45]2[CH2:49][C@@H:43]1[C:44]2([CH3:51])[CH3:50]>>[CH3:41][C@@H:42]1[C@@H:47]([NH:48][C:30]([C@H:29]2[CH2:28][CH2:27][S:26](=[O:33])(=[O:34])[N:25]2[CH2:24][C:23]2[CH:35]=[CH:36][CH:37]=[C:21]([CH2:20][N:9]([CH2:8][C:7]3[C:2]([Cl:1])=[CH:3][CH:4]=[C:5]([O:39][CH3:40])[C:6]=3[F:38])[C@H:10]([CH2:16][N:17]([CH3:18])[CH3:19])[CH2:11][C:12]([CH3:15])([CH3:14])[CH3:13])[CH:22]=2)=[O:31])[CH2:46][C@H:45]2[CH2:49][C@@H:43]1[C:44]2([CH3:50])[CH3:51]. Procedure details: 2-(3-{[(6-Chloro-2-fluoro-3-methoxy-benzyl)-((S)-1 dimethylaminomethyl-3,3-dimethyl-butyl)-amino]-methyl}-benzyl)-1,1-dioxo-1λ6-isothiazolidine-3-carboxylic acid (Intermediate 7 (Epimer 2), 0.075 g, 0.125 mmol) was reacted with (1S,2S,3S,5R)-2,6,6-Trimethyl-bicyclo[3.1.1]hept-3-ylamine (available from Aldrich Chemical Company, Inc., 1001 West Saint Paul Avenue, Milwaukee, Wis. 53233, USA; 26 μL, 0.154 mmol) to form (R)-2-(3-{[(6-Chloro-2-fluoro-3-methoxy-benzyl)-((S)-1-dimethylaminomethyl-3,3-di... Product: C[C@H]1[C@H]2C([C@@H](C[C@@H]1NC(=O)[C@@H]1N(S(CC1)(=O)=O)CC1=CC(=CC=C1)CN([C@@H](CC(C)(C)C)CN(C)C)CC1=C(C(=CC=C1Cl)OC)F)C2)(C)C ((R)-2-(3-{[(6-Chloro-2-fluoro-3-methoxy-benzyl)-((S)-1-dimethylaminomethyl-3,3-dimethyl-butyl)-amino]-methyl}-benzyl)-1,1-dioxo-1λ6-isothiazolidine-3-carboxylic acid((1S,2S,3S,5R)-2,6,6-trimethyl-bicyclo[3.1.1]hept-3-yl)-amide). Starting materials: ClC1=CC=C(C(=C1CN([C@@H](CC(C)(C)C)CN(C)C)CC=1C=C(CN2S(CCC2C(=O)O)(=O)=O)C=CC1)F)OC (2-(3-{[(6-chloro-2-fluoro-3-methoxy-benzyl)-((S)-1dimethylaminomethyl-3,3-dimethyl-butyl)-amino]-methyl}-benzyl)-1,1-dioxo-1λ6-isothiazolidine-3-carboxylic acid), ClC1=CC=C(C(=C1CN([C@@H](CC(C)(C)C)CN(C)C)CC=1C=C(CN2S(CCC2C(=O)O)(=O)=O)C=CC1)F)OC (2-(3-{[(6-chloro-2-fluoro-3-methoxy-benzyl)-((S)-1dimethylaminomethyl-3,3-dimethyl-butyl)-amino]-methyl}-benzyl)-1,1-dioxo-1λ6-isothiazolidine-3-carboxylic acid), C[C@H]1[C@H]2C([C@@H](C[C@@H]1N)C2)(C)C ((1S,2S,3S,5R)-2,6,6-Trimethyl-bicyclo[3.1.1]hept-3-ylamine). Isolated yield 56.7%.